Dataset: the Open Reaction Database (ORD), a public repository of structured organic reaction records. Task: describe an organic reaction: reactants, conditions, products, and yield The reactants are CC(C)(C)NS(=O)(=O)c1ccccc1-c1ccc(N)c(F)c1, Cc1ncc(CO)c(C=O)c1O, Cl. Product: Cc1ncc(CO)c(CNc2ccc(-c3ccccc3S(=O)(=O)NC(C)(C)C)cc2F)c1O. Reaction SMILES: [C:14]([CH3:15])([CH3:16])([CH3:17])[NH:18][S:19](=[O:20])(=[O:21])[c:22]1[c:23](-[c:28]2[cH:29][c:30]([F:35])[c:31]([NH2:34])[cH:32][cH:33]2)[cH:24][cH:25][cH:26][cH:27]1.[CH:1](=[O:2])[c:3]1[c:4]([CH2:5][OH:6])[cH:7][n:8][c:9]([CH3:10])[c:11]1[OH:12].[ClH:13]>>[CH2:1]([c:3]1[c:4]([CH2:5][OH:6])[cH:7][n:8][c:9]([CH3:10])[c:11]1[OH:12])[NH:34][c:31]1[c:30]([F:35])[cH:29][c:28](-[c:23]2[c:22]([S:19]([NH:18][C:14]([CH3:15])([CH3:16])[CH3:17])(=[O:20])=[O:21])[cH:27][cH:26][cH:25][cH:24]2)[cH:33][cH:32]1. Starting materials: ClC1=C(C=C2C(C(=CN(C2=N1)C1=C(C=C(C(=C1)[N+](=O)[O-])F)F)C(=O)OCC)=O)F (Ethyl 7-chloro-6-fluoro-1-(2,4-difluoro-5-nitrophenyl)-1,4-dihydro-4-oxo-1,8-naphthyridine-3-carboxylate), ClCCl (dichloromethane), C(C)O (ethanol), Cl (hydrochloric acid). The reagents and catalysts are [Pd] (palladium on carbon). Solvent: N1=CC=CC=C1 (Pyridine). Conditions: time 8 hour. Product: C(C)(C)OC(C)C (diisopropyl ether), NC=1C=C(C(=CC1F)F)N1C=C(C(C2=CC(=C(N=C12)Cl)F)=O)C(=O)OCC (Ethyl 1-(3-amino-4,6-difluorophenyl)-7-chloro-6-fluoro-1,4-dihydro-4-oxo-1,8-naphthyridine-3-carboxylate). RXN SMILES: [Cl:1][C:2]1[N:11]=[C:10]2[C:5]([C:6](=[O:28])[C:7]([C:23]([O:25][CH2:26][CH3:27])=[O:24])=[CH:8][N:9]2[C:12]2[CH:17]=[C:16]([N+:18]([O-])=O)[C:15]([F:21])=[CH:14][C:13]=2[F:22])=[CH:4][C:3]=1[F:29].Cl[CH2:31]Cl.[CH2:33]([OH:35])[CH3:34].Cl>[Pd].N1C=CC=CC=1>[CH:33]([O:35][CH:3]([CH3:4])[CH3:2])([CH3:31])[CH3:34].[NH2:18][C:16]1[CH:17]=[C:12]([N:9]2[C:10]3[C:5](=[CH:4][C:3]([F:29])=[C:2]([Cl:1])[N:11]=3)[C:6](=[O:28])[C:7]([C:23]([O:25][CH2:26][CH3:27])=[O:24])=[CH:8]2)[C:13]([F:22])=[CH:14][C:15]=1[F:21]. Reported procedure: Ethyl 7-chloro-6-fluoro-1-(2,4-difluoro-5-nitrophenyl)-1,4-dihydro-4-oxo-1,8-naphthyridine-3-carboxylate (3.0 g) was added to a mixture of 50 ml of dichloromethane, 30 ml of ethanol, and 2 ml of conc. hydrochloric acid together with 280 mg of 10% palladium on carbon whereupon hydrogenation was carried out overnight at room temperature. Pyridine (2 ml) was added to the reaction solution, which was concentrated in vacua. To the residue were added 80 ml of chloroform and 10 ml of distilled water. T... The reactants are C(C=1C(O)=CC=CC1)(=O)Cl (salicyloyl chloride), C(C=1C(O)=CC=CC1)(=O)N (salicylamide), Cl (hydrogen chloride). Product: OC1=C(C=CC=C1)C=1OC2=C(C(N1)=O)C=CC=C2 (2-(2-hydroxyphenyl)benz[e][1,3]oxazin-4-one). Reaction SMILES: [C:1](Cl)(=[O:9])[C:2]1[C:3](=[CH:5][CH:6]=[CH:7][CH:8]=1)[OH:4].[C:11]([NH2:20])(=[O:19])[C:12]1[C:13](=[CH:15][CH:16]=[CH:17][CH:18]=1)O.Cl>>[OH:4][C:3]1[CH:5]=[CH:6][CH:7]=[CH:8][C:2]=1[C:1]1[O:9][C:18]2[CH:17]=[CH:16][CH:15]=[CH:13][C:12]=2[C:11](=[O:19])[N:20]=1. Procedure details: 106.0 g of salicyloyl chloride and 93.0 g of salicylamide are mixed and heated at 170° C. for 30 min until hydrogen chloride no longer escapes. The mixture is cooled and the residue is crystallized from ethanol. After drying, 2-(2-hydroxyphenyl)benz[e][1,3]oxazin-4-one is obtained as slightly yellow crystals of m.p. 206-208° C.